This data is from the Open Reaction Database (ORD), a public repository of structured organic reaction records. The task is: describe an organic reaction: reactants, conditions, products, and yield Starting materials: N[C@@H](CC1=CC=CC=C1)CO (phenylalaninol), OC1=CC=CC=2NN=NC21 (hydroxybenzotriazole), Cl.C(C)N=C=NCCCN(C)C (N-ethyl-N'-(3-dimethylaminopropyl)carbodiimide hydrochloride), C(C)(C)(C)OC(=O)N[C@@H](C(C)(C)C)C(=O)O (tert-butyloxycarbonyl-L-tert-leucine). Solvent: CN(C=O)C (dimethylformamide). Conditions: time 1 day. The product is C(=O)(OC(C)(C)C)N[C@@H](C(C)(C)C)C(=O)N[C@@H](CC1=CC=CC=C1)CO (BOC-L-tert-leucinoyl-L-phenylalaninol). As a reaction SMILES: [C:1]([O:5][C:6]([NH:8][C@H:9]([C:14]([OH:16])=O)[C:10]([CH3:13])([CH3:12])[CH3:11])=[O:7])([CH3:4])([CH3:3])[CH3:2].[NH2:17][C@H:18]([CH2:26][OH:27])[CH2:19][C:20]1[CH:25]=[CH:24][CH:23]=[CH:22][CH:21]=1.OC1C2N=NNC=2C=CC=1.Cl.C(N=C=NCCCN(C)C)C>CN(C)C=O>[C:6]([NH:8][C@H:9]([C:14]([NH:17][C@H:18]([CH2:26][OH:27])[CH2:19][C:20]1[CH:21]=[CH:22][CH:23]=[CH:24][CH:25]=1)=[O:16])[C:10]([CH3:11])([CH3:12])[CH3:13])([O:5][C:1]([CH3:2])([CH3:3])[CH3:4])=[O:7] |f:3.4|. Reported procedure: 25 g of tert-butyloxycarbonyl-L-tert-leucine are dissolved in 250 ml of dry dimethylformamide, 16.36 g of phenylalaninol, 14.62 g of hydroxybenzotriazole and 24.9 g of N-ethyl-N'-(3-dimethylaminopropyl)carbodiimide hydrochloride are added. The mixture is stirred for one day. The precipitate is filtered off, washed carefully with ethyl acetate and dried in vacuo (m.p. 198°-201°). Starting materials: BrCc1ccccc1, O=C([O-])[O-], CN(C)C=O, Cl, FC(F)(F)c1cc(COC2CCCNC2c2ccccc2)cc(C(F)(F)F)c1, [K+], [K+], O. The product is FC(F)(F)c1cc(COC2CCCN(Cc3ccccc3)C2c2ccccc2)cc(C(F)(F)F)c1. As a reaction SMILES: [Br:1][CH2:2][c:3]1[cH:4][cH:5][cH:6][cH:7][cH:8]1.[C:38](=[O:39])([O-:40])[O-:41].[CH3:44][N:45]([CH3:46])[CH:47]=[O:48].[ClH:37].[F:9][C:10]([c:11]1[cH:12][c:13]([CH2:21][O:22][CH:23]2[CH:24]([c:29]3[cH:30][cH:31][cH:32][cH:33][cH:34]3)[NH:25][CH2:26][CH2:27][CH2:28]2)[cH:14][c:15]([C:17]([F:18])([F:19])[F:20])[cH:16]1)([F:35])[F:36].[K+:42].[K+:43].[OH2:49]>>[CH2:2]([c:3]1[cH:4][cH:5][cH:6][cH:7][cH:8]1)[N:25]1[CH:24]([c:29]2[cH:30][cH:31][cH:32][cH:33][cH:34]2)[CH:23]([O:22][CH2:21][c:13]2[cH:12][c:11]([C:10]([F:9])([F:35])[F:36])[cH:16][c:15]([C:17]([F:18])([F:19])[F:20])[cH:14]2)[CH2:28][CH2:27][CH2:26]1. Starting materials: CC(C)=C (isobutylene), C12CCCC(CCC1)B2 (9-Borabicyclo[3.3.1]nonane). Solvent: C1CCOC1 (THF). Reaction conditions: temperature -78 celsius, time 3 hour. The product is CC(CB1C2CCCC1CCC2)C (9-(2-Methylpropyl)-9-borabicyclo[3.3.1]nonane). Reaction SMILES: [CH3:1][C:2](=[CH2:4])[CH3:3].[CH:5]12[BH:13][CH:9]([CH2:10][CH2:11][CH2:12]1)[CH2:8][CH2:7][CH2:6]2>C1COCC1>[CH3:4][CH:2]([CH3:3])[CH2:1][B:13]1[CH:5]2[CH2:12][CH2:11][CH2:10][CH:9]1[CH2:8][CH2:7][CH2:6]2. Reported procedure: To a solution of isobutylene (4.40 g, 78.45 mmol) in 11 ml THF at -78° C., 9-Borabicyclo[3.3.1]nonane (9-BBN) (0.5 M in THF, 157 ml, 78.45 mmol) was added. The mixture was stirred at -78° C. for 3 hours, and then warmed to room temperature and stirred overnight to form 9-(2-Methylpropyl)-9-borabicyclo[3.3.1]nonane (9-isobutyl BBN). In a separate flask, to a solution of 3-bromobenzylalcohol (13.34 g, 71.32 mmol) in 36 ml THF, tetrakis(triphenylphosphine)palladium(0) (2.47 g, 2.14 mmol) and 60 ml ... Reactants: O=C([O-])[O-], C=CCBr, CC(C)=O, Cc1cccc(O)c1, [K+], [K+]. Yields the product C=CCOc1cccc(C)c1. Reaction SMILES: [C:13](=[O:14])([O-:15])[O-:16].[CH2:9]([CH:10]=[CH2:11])[Br:12].[CH3:19][C:20](=[O:21])[CH3:22].[CH3:1][c:2]1[cH:3][cH:4][cH:5][c:6]([OH:7])[cH:8]1.[K+:17].[K+:18]>>[CH3:1][c:2]1[cH:3][cH:4][cH:5][c:6]([O:7][CH2:11][CH:10]=[CH2:9])[cH:8]1. Starting materials: CCO, COC(=O)C(=O)Nc1ccc(C2CCC(C(=O)OC(C)(C)C)CC2)cc1, NN, O. Yields the product CC(C)(C)OC(=O)C1CCC(c2ccc(NC(=O)C(=O)NN)cc2)CC1. Reaction SMILES: [CH3:30][CH2:31][OH:32].[CH3:4][O:5][C:6]([C:7](=[O:8])[NH:9][c:10]1[cH:11][cH:12][c:13]([CH:16]2[CH2:17][CH2:18][CH:19]([C:22](=[O:23])[O:24][C:25]([CH3:26])([CH3:27])[CH3:28])[CH2:20][CH2:21]2)[cH:14][cH:15]1)=[O:29].[NH2:2][NH2:3].[OH2:1]>>[NH:2]([NH2:3])[C:6](=[O:5])[C:7](=[O:8])[NH:9][c:10]1[cH:11][cH:12][c:13]([CH:16]2[CH2:17][CH2:18][CH:19]([C:22](=[O:23])[O:24][C:25]([CH3:26])([CH3:27])[CH3:28])[CH2:20][CH2:21]2)[cH:14][cH:15]1.